This data is from the Open Reaction Database (ORD), a public repository of structured organic reaction records. The task is: describe an organic reaction: reactants, conditions, products, and yield The product is BrCCCCOCCSCCC1=CC=CC=C1 ([2-[[2-[(4-Bromobutyl)oxy]ethyl]thio]ethyl]benzene). Solvent: O (water). RXN SMILES: [C:1]1([CH2:7][CH2:8][S:9][CH2:10][CH2:11][OH:12])[CH:6]=[CH:5][CH:4]=[CH:3][CH:2]=1.[Br:13][CH2:14][CH2:15][CH2:16][CH2:17]Br.[OH-].[Na+]>O>[Br:13][CH2:14][CH2:15][CH2:16][CH2:17][O:12][CH2:11][CH2:10][S:9][CH2:8][CH2:7][C:1]1[CH:6]=[CH:5][CH:4]=[CH:3][CH:2]=1 |f:2.3|. Reaction conditions: time 20 hour. Procedure details: A mixture of 2-[(2-phenylethyl)thio]ethanol (1.0 g), 1,4-dibromobutane (3.79 g), TAB (0.6 g) and 50% aqueous sodium hydroxide (12 ml) was stirred at room temperature under nitrogen for 20 h. The mixture was diluted with water (100 ml), extracted with diethyl ether (2×100 ml), dried and evaporated in vacuo to give an oil. Purification by FCC eluting with cyclohexane followed by System B (5:95) gave the title compound (1.34 g) as a colourless oil. T.l.c. (System F 3:1) Rf 0.62. The yield is 77.0%. The reactants are C1(=CC=CC=C1)CCSCCO (2-[(2-phenylethyl)thio]ethanol), BrCCCCBr (1,4-dibromobutane), [OH-].[Na+] (sodium hydroxide).